describe an organic reaction: reactants, conditions, products, and yield From a dataset of the Open Reaction Database (ORD), a public repository of structured organic reaction records. The reagents and catalysts are [Zn] (zinc). Reported procedure: g. 2,5-Dimethyl-3,6-diamyl-pyrazine was prepared by first forming 3-oximino-2-octanone by reacting 2-octanone with nitrosyl chloride according to the method of BOUVEAULT (loc.cit.). The autocondensation of two moles of the imino-ketone in the presence of zinc and acetic acid [according to the method described in Chimia 11, 310 (1957)] yielded 2,5-dimethyl-3,6-diamyl-pyrazine which had a b.p. of 78°C./0.03 mm. Hg. Product: CC1=NC(=C(N=C1CCCCC)C)CCCCC (2,5-dimethyl-3,6-diamyl-pyrazine). RXN SMILES: [N:1](=[C:3]([CH2:7][CH2:8][CH2:9][CH2:10][CH3:11])[C:4](=O)[CH3:5])O.[CH3:12][C:13](=O)[CH2:14][CH2:15][CH2:16][CH2:17][CH2:18][CH3:19].[N:21](Cl)=O.N=C=O>[Zn].C(O)(=O)C>[CH3:12][C:13]1[C:14]([CH2:15][CH2:16][CH2:17][CH2:18][CH3:19])=[N:21][C:4]([CH3:5])=[C:3]([CH2:7][CH2:8][CH2:9][CH2:10][CH3:11])[N:1]=1. Run in C(C)(=O)O (acetic acid). Reactants: N(O)=C(C(C)=O)CCCCC (3-oximino-2-octanone), N=C=O (imino-ketone), CC(CCCCCC)=O (2-octanone), N(=O)Cl (nitrosyl chloride). Starting materials: C1=CC=CC2=C1C1=C(OC2=O)C=2C=CC=CC2C1=O (Benz[d]indeno[1,2-b]pyran-5,11-dione), NCCCCCCN (1,6-diaminohexane), C(Cl)(Cl)Cl (CHCl3). Reaction conditions: time 30 minute. Product: Cl.NCCCCCCN1C(C2=CC=CC=C2C2=C1C=1C=CC=CC1C2=O)=O (6-(6-Aminohexyl)-5,6-dihydro-5,11-diketo-11H-indeno[1,2-c]isoquinoline Hydrochloride). Yield: 81.0%. As a reaction SMILES: [CH:1]1[C:6]2[C:7]3[C:18](=O)[C:17]4[CH:16]=[CH:15][CH:14]=[CH:13][C:12]=4[C:8]=3[O:9][C:10](=[O:11])[C:5]=2[CH:4]=[CH:3][CH:2]=1.[NH2:20][CH2:21][CH2:22][CH2:23][CH2:24][CH2:25][CH2:26][NH2:27].C(Cl)(Cl)[Cl:29]>>[ClH:29].[NH2:20][CH2:21][CH2:22][CH2:23][CH2:24][CH2:25][CH2:26][N:27]1[C:7]2[C:6]3[CH:1]=[CH:2][CH:3]=[CH:4][C:5]=3[C:10](=[O:11])[C:18]=2[C:17]2[C:12](=[CH:13][CH:14]=[CH:15][CH:16]=2)[C:8]1=[O:9] |f:3.4|. Procedure details: Benz[d]indeno[1,2-b]pyran-5,11-dione (4d) (0.100 g, 0.403 mmol) was treated with 1,6-diaminohexane (0.234 g, 2.014 mmol) in CHCl3 (40 mL) and the reaction mixture was heated at reflux for 16 h. The reaction mixture was allowed to cool to room temperature and washed with water (3×25 mL). The solution was dried over sodium sulfate, filtered, and treated with 2 M HCl in Et2O (5 mL). After 30 min, the reaction mixture was filtered and the filter pad was washed with CHCl3 (50 mL) and hexanes (50 mL) ... Starting materials: ClC1=C(C(=O)O)C=CC(=C1)NC(=O)C1=CC(=C2CCN(C2=C1)S(=O)(=O)C1=C(C=CC(=C1)Cl)OC)OC (2-Chloro-4-{[1-(5-chloro-2-methoxy-benzenesulfonyl)-4-methoxy-2,3-dihydro-1H-indole-6-carbonyl]-amino}-benzoic acid), ClC=1C=CC(=C(C1)S(=O)(=O)Cl)OC (5-chloro-2-methoxy-benzenesulfonyl chloride). Yields the product COC(C1=C(C=C(C=C1)NC(=O)C1=CC(=C2CCN(C2=C1)S(=O)(=O)C1=C(C=CC(=C1)Cl)OC)OC)Cl)=O (2-chloro-4-{[1-(5-chloro-2-methoxy-benzenesulfonyl)-4-methoxy-2,3-dihydro-1H-indole-6-carbonyl]-amino}-benzoic acid methyl ester). As a reaction SMILES: [Cl:1][C:2]1[CH:10]=[C:9]([NH:11][C:12]([C:14]2[CH:22]=[C:21]3[C:17]([CH2:18][CH2:19][N:20]3[S:23]([C:26]3[CH:31]=[C:30]([Cl:32])[CH:29]=[CH:28][C:27]=3[O:33][CH3:34])(=[O:25])=[O:24])=[C:16]([O:35][CH3:36])[CH:15]=2)=[O:13])[CH:8]=[CH:7][C:3]=1[C:4]([OH:6])=[O:5].Cl[C:38]1C=CC(OC)=C(S(Cl)(=O)=O)C=1>>[CH3:38][O:5][C:4](=[O:6])[C:3]1[CH:7]=[CH:8][C:9]([NH:11][C:12]([C:14]2[CH:22]=[C:21]3[C:17]([CH2:18][CH2:19][N:20]3[S:23]([C:26]3[CH:31]=[C:30]([Cl:32])[CH:29]=[CH:28][C:27]=3[O:33][CH3:34])(=[O:24])=[O:25])=[C:16]([O:35][CH3:36])[CH:15]=2)=[O:13])=[CH:10][C:2]=1[Cl:1]. Procedure details: 2-Chloro-4-{[1-(5-chloro-2-methoxy-benzenesulfonyl)-4-methoxy-2,3-dihydro-1H-indole-6-carbonyl]-amino}-benzoic acid, m/z (ES+): 551.28 (M+H+.), was prepared in analogy to example 21, steps 1 to 6. Step 5 was performed using 5-chloro-2-methoxy-benzenesulfonyl chloride, yielding 2-chloro-4-{[1-(5-chloro-2-methoxy-benzenesulfonyl)-4-methoxy-2,3-dihydro-1H-indole-6-carbonyl]-amino}-benzoic acid methyl ester, which was hydrolyzed in step 6. Starting materials: CCN, O=C(O)c1cc(-c2csc(-c3cnccc3C(F)(F)F)n2)ccc1F, O=S(Cl)Cl. Yields the product CCNC(=O)c1cc(-c2csc(-c3cnccc3C(F)(F)F)n2)ccc1F. RXN SMILES: [CH3:30][CH2:31][NH2:32].[F:1][c:2]1[c:3]([C:4](=[O:5])[OH:6])[cH:7][c:8](-[c:11]2[n:12][c:13](-[c:16]3[cH:17][n:18][cH:19][cH:20][c:21]3[C:22]([F:23])([F:24])[F:25])[s:14][cH:15]2)[cH:9][cH:10]1.[S:26]([Cl:27])([Cl:28])=[O:29]>>[F:1][c:2]1[c:3]([C:4](=[O:5])[NH:32][CH2:31][CH3:30])[cH:7][c:8](-[c:11]2[n:12][c:13](-[c:16]3[cH:17][n:18][cH:19][cH:20][c:21]3[C:22]([F:23])([F:24])[F:25])[s:14][cH:15]2)[cH:9][cH:10]1. Yield: 10.0%. The product is O[C@@H]1[C@@H](SC2=C(NC1=O)C=CC=C2)C2=CC=C(C=C2)OC ((2S,3S)-2,3-dihydro-3-hydroxy-2-(4-methoxyphenyl)-1,5-benzothiazepin-4(5H)-one). Reactants: NC1=C(C=CC=C1)S[C@H]([C@H](C(=O)N)O)C1=CC=C(C=C1)OC ((2S,3S)-3-(2-aminophenylthio)-2-hydroxy-3-(4-methoxyphenyl)propionamide). Reaction SMILES: N[C:2]1[CH:7]=[CH:6][CH:5]=[CH:4][C:3]=1[S:8][C@@H:9]([C:15]1[CH:20]=[CH:19][C:18]([O:21][CH3:22])=[CH:17][CH:16]=1)[C@@H:10]([OH:14])[C:11]([NH2:13])=[O:12]>C1(C)C(C)=CC=CC=1>[OH:14][C@H:10]1[C:11](=[O:12])[NH:13][C:2]2[CH:7]=[CH:6][CH:5]=[CH:4][C:3]=2[S:8][C@H:9]1[C:15]1[CH:20]=[CH:19][C:18]([O:21][CH3:22])=[CH:17][CH:16]=1. The solvent is C=1(C(=CC=CC1)C)C (xylene). Reported procedure: A mixture of (2S,3S)-3-(2-aminophenylthio)-2-hydroxy-3-(4-methoxyphenyl)propionamide (159 mg) and xylene (3 ml) is refluxed for 29 hours. After allowed to cool to room temperature, the mixture is stirred to crystallization. The precipitated crystals are collected by filtration, washed with xylene, and dried at 60° C. to give (2S,3S)-2,3-dihydro-3-hydroxy-2-(4-methoxyphenyl)-1,5-benzothiazepin-4(5H)-one (1 15 mg).